This data is from the Open Reaction Database (ORD), a public repository of structured organic reaction records. The task is: describe an organic reaction: reactants, conditions, products, and yield Starting materials: Cn1nnnc1C(=NOCc1csc(Br)n1)c1ccccc1, CCN(C(C)C)C(C)C, C1CCOC1, CCOC(C)=O, C#CC1CC1, [Cu]I, N#N, c1ccc(P(c2ccccc2)(c2ccccc2)[Pd](P(c2ccccc2)(c2ccccc2)c2ccccc2)(P(c2ccccc2)(c2ccccc2)c2ccccc2)P(c2ccccc2)(c2ccccc2)c2ccccc2)cc1. The product is Cn1nnnc1C(=NOCc1csc(C#CC2CC2)n1)c1ccccc1. RXN SMILES: [Br:1][c:2]1[s:3][cH:4][c:5]([CH2:7][O:8][N:9]=[C:10]([c:11]2[cH:12][cH:13][cH:14][cH:15][cH:16]2)[c:17]2[n:18][n:19][n:20][n:21]2[CH3:22])[n:6]1.[CH2:30]([N:31]([CH:32]([CH3:33])[CH3:34])[CH:35]([CH3:36])[CH3:37])[CH3:38].[CH2:39]1[O:40][CH2:41][CH2:42][CH2:43]1.[CH3:44][CH2:45][O:46][C:47]([CH3:48])=[O:49].[CH:25]1([C:28]#[CH:29])[CH2:26][CH2:27]1.[Cu:50][I:51].[N:23]#[N:24].[cH:52]1[cH:53][cH:54][c:55]([P:56]([Pd:57]([P:58]([c:59]2[cH:60][cH:61][cH:62][cH:63][cH:64]2)([c:65]2[cH:66][cH:67][cH:68][cH:69][cH:70]2)[c:71]2[cH:72][cH:73][cH:74][cH:75][cH:76]2)([P:77]([c:78]2[cH:79][cH:80][cH:81][cH:82][cH:83]2)([c:84]2[cH:85][cH:86][cH:87][cH:88][cH:89]2)[c:90]2[cH:91][cH:92][cH:93][cH:94][cH:95]2)[P:96]([c:97]2[cH:98][cH:99][cH:100][cH:101][cH:102]2)([c:103]2[cH:104][cH:105][cH:106][cH:107][cH:108]2)[c:109]2[cH:110][cH:111][cH:112][cH:113][cH:114]2)([c:115]2[cH:116][cH:117][cH:118][cH:119][cH:120]2)[c:121]2[cH:122][cH:123][cH:124][cH:125][cH:126]2)[cH:127][cH:128]1>>[c:2]1([C:29]#[C:28][CH:25]2[CH2:26][CH2:27]2)[s:3][cH:4][c:5]([CH2:7][O:8][N:9]=[C:10]([c:11]2[cH:12][cH:13][cH:14][cH:15][cH:16]2)[c:17]2[n:18][n:19][n:20][n:21]2[CH3:22])[n:6]1. Starting materials: C1(=C(C=CC=C1)N)N (1,2-phenylenediamine), S(=O)(=O)(N)N (sulfamide), ice water. Run in COCCOCCOC (diglyme). Product: N1C2=C(NS1(=O)=O)C=CC=C2 (1,3-Dihydrobenzo[1,2,5]thiadiazole 2,2-dioxide). As a reaction SMILES: [C:1]1([NH2:8])[CH:6]=[CH:5][CH:4]=[CH:3][C:2]=1[NH2:7].[S:9](N)(N)(=[O:11])=[O:10]>COCCOCCOC>[NH:7]1[S:9](=[O:11])(=[O:10])[NH:8][C:1]2[CH:6]=[CH:5][CH:4]=[CH:3][C:2]1=2. Procedure: A solution of 1,2-phenylenediamine (91 mg, 0.84 mmol) and sulfamide (81 mg, 0.84 mmol) in diglyme (2.5 ml) is stirred at 155° C. for 1.5 h. After cooling to RT, the reaction solution is poured into ice-water (15 ml) and the product is extracted with ethyl acetate. The solvent is distilled off under reduced pressure and the red residue is purified by flash chromatography (1:1 ethyl acetate/toluene). Starting materials: [NH4+].[Cl-] (NH4Cl), [Br-].CN(CCC[P+](C1=CC=CC=C1)(C1=CC=CC=C1)C1=CC=CC=C1)C ((3-(dimethylamino)propyl)triphenylphosphonium bromide), C(CCC)[Li] (Butyllithium), FC1=C(OC2=CC(=NC=C2C=O)NC=2SC=C(N2)C)C(=CC=C1)F (4-(2,6-Difluorophenoxy)-6-(4-methylthiazol-2-ylamino)nicotinaldehyde). Run in O (Water), C1CCOC1 (THF). Reaction conditions: temperature 0 celsius, time 20 minute. Yields the product Cl.Cl.FC1=C(OC2=CC(=NC=C2C=CCCN(C)C)NC=2SC=C(N2)C)C(=CC=C1)F (N-(4-(2,6-difluorophenoxy)-5-(4-(dimethylamino)but-1-enyl)pyridin-2-yl)-4-methylthiazol-2-amine dihydrochloride). Yield: 78.0%. RXN SMILES: [Br-].[CH3:2][N:3]([CH3:26])[CH2:4][CH2:5][CH2:6][P+](C1C=CC=CC=1)(C1C=CC=CC=1)C1C=CC=CC=1.C([Li])CCC.[F:32][C:33]1[CH:54]=[CH:53][CH:52]=[C:51]([F:55])[C:34]=1[O:35][C:36]1[C:41]([CH:42]=O)=[CH:40][N:39]=[C:38]([NH:44][C:45]2[S:46][CH:47]=[C:48]([CH3:50])[N:49]=2)[CH:37]=1.[NH4+].[Cl-:57]>O.C1COCC1>[ClH:57].[ClH:57].[F:32][C:33]1[CH:54]=[CH:53][CH:52]=[C:51]([F:55])[C:34]=1[O:35][C:36]1[C:41]([CH:42]=[CH:6][CH2:5][CH2:4][N:3]([CH3:26])[CH3:2])=[CH:40][N:39]=[C:38]([NH:44][C:45]2[S:46][CH:47]=[C:48]([CH3:50])[N:49]=2)[CH:37]=1 |f:0.1,4.5,8.9.10|. Procedure: A flask was charged with (3-(dimethylamino)propyl)triphenylphosphonium bromide (0.555 g, 1.30 mmol) and THF (5 mL) and cooled to 0° C. Butyllithium (0.518 mL, 1.30 mmol) was added. The reaction was stirred at 0° C. for 20 minutes, and then 4-(2,6-difluorophenoxy)-6-(4-methylthiazol-2-ylamino)nicotinaldehyde (Example 146; 0.150 g, 0.432 mmol) was added. The reaction was stirred at ambient temperature overnight. Water and saturated NH4Cl were added, and the reaction was extracted with ethyl acetat... As a reaction SMILES: [CH3:1][CH:2]([c:3]1[cH:4][cH:5][cH:6][cH:7][cH:8]1)[N:9]=[C:10]=[O:11].[NH2:12][c:13]1[n:14][cH:15][n:16][c:17]2[cH:18][c:19]([O:25][CH2:26][CH:27]3[CH2:28][CH2:29][N:30]([CH3:33])[CH2:31][CH2:32]3)[c:20]([O:23][CH3:24])[cH:21][c:22]12>>[CH3:1][CH:2]([c:3]1[cH:4][cH:5][cH:6][cH:7][cH:8]1)[NH:9][C:10](=[O:11])[NH:12][c:13]1[n:14][cH:15][n:16][c:17]2[cH:18][c:19]([O:25][CH2:26][CH:27]3[CH2:28][CH2:29][N:30]([CH3:33])[CH2:31][CH2:32]3)[c:20]([O:23][CH3:24])[cH:21][c:22]12. Starting materials: CC(N=C=O)c1ccccc1, COc1cc2c(N)ncnc2cc1OCC1CCN(C)CC1. Yields the product COc1cc2c(NC(=O)NC(C)c3ccccc3)ncnc2cc1OCC1CCN(C)CC1.